The task is: describe an organic reaction: reactants, conditions, products, and yield. This data is from the Open Reaction Database (ORD), a public repository of structured organic reaction records. The reactants are CN(C(CC(C)=O)=O)C (N,N-dimethyl-3-oxobutyramide), [OH-].[Na+] (NaOH), [Cl-].C1(=CC=CC=C1)[N+]#N (phenyldiazonium chloride). The solvent is O (water). The product is CN(C(C(C(C)=O)=NNC1=CC=CC=C1)=O)C (N,N-Dimethyl-2-phenylhydrazono-3-oxobutyramide). Isolated yield 42.9%. RXN SMILES: [CH3:1][N:2]([CH3:9])[C:3](=[O:8])[CH2:4][C:5](=[O:7])[CH3:6].[OH-].[Na+].[Cl-].[C:13]1([N+:19]#[N:20])[CH:18]=[CH:17][CH:16]=[CH:15][CH:14]=1>O>[CH3:1][N:2]([CH3:9])[C:3](=[O:8])[C:4](=[N:20][NH:19][C:13]1[CH:18]=[CH:17][CH:16]=[CH:15][CH:14]=1)[C:5](=[O:7])[CH3:6] |f:1.2,3.4|. Procedure details: 4.5 g (0.035 mol) of N,N-dimethyl-3-oxobutyramide, a solution of 4.9 g (0.122 mol) of NaOH in 45 ml of water and 0.037 mol of phenyldiazonium chloride were treated as described in preparation 8. The crude reaction mixture was purified by chromatography on silica gel (hexane/Et2O 0%→100%) obtaining 3.5 g of the title compound which was used as such in the subsequent step. M.p.=131°-133° C. Reactants: ClC1=CC=C(C=C1)C12CNCC2C1 (1-p-chlorophenyl-3-azabicyclo[3.1.0]hexane), C([O-])([O-])=O.[Na+].[Na+] (sodium carbonate), FC1=CC=C(C(=O)Cl)C=C1 (p-fluorobenzoyl chloride). Product: FC1=CC=C(C(=O)N2CC3(CC3C2)C2=CC=C(C=C2)Cl)C=C1 (3-p-Fluorobenzoyl-1-(p-chlorophenyl)-3-azabicyclo[3.1.0]hexane). RXN SMILES: [Cl:1][C:2]1[CH:7]=[CH:6][C:5]([C:8]23[CH2:13][CH:12]2[CH2:11][NH:10][CH2:9]3)=[CH:4][CH:3]=1.C(=O)([O-])[O-].[Na+].[Na+].[F:20][C:21]1[CH:29]=[CH:28][C:24]([C:25](Cl)=[O:26])=[CH:23][CH:22]=1>>[F:20][C:21]1[CH:29]=[CH:28][C:24]([C:25]([N:10]2[CH2:11][CH:12]3[C:8]([C:5]4[CH:4]=[CH:3][C:2]([Cl:1])=[CH:7][CH:6]=4)([CH2:13]3)[CH2:9]2)=[O:26])=[CH:23][CH:22]=1 |f:1.2.3|. Reported procedure: Following the procedure of Example 8, 19.35 g. of 1-p-chlorophenyl-3-azabicyclo[3.1.0]hexane, 10.59 g. of sodium carbonate and 15.8 g. of p-fluorobenzoyl chloride are reacted. Ether extraction of the reaction product gives a white solid, mp 130°-132° C. The reactants are C(C#C)(=O)N (propiolamide), N(=[N+]=[N-])C(C(=O)OC(C)(C)C)C (tert-butyl 2-azidopropanate), Intermediate 52. The product is NC(=O)C=1N=NN(C1)C(C(=O)O)C (2-[4-(Aminocarbonyl)-1H-1,2,3-triazol-1-yl]propanoic acid). Reaction SMILES: [C:1]([NH2:5])(=[O:4])[C:2]#[CH:3].[N:6]([CH:9]([CH3:17])[C:10]([O:12]C(C)(C)C)=[O:11])=[N+:7]=[N-:8]>>[NH2:5][C:1]([C:2]1[N:8]=[N:7][N:6]([CH:9]([CH3:17])[C:10]([OH:12])=[O:11])[CH:3]=1)=[O:4]. Procedure details: 2-[4-(Aminocarbonyl)-1H-1,2,3-triazol-1-yl]propanoic acid was prepared from commercially available propiolamide and tert-butyl 2-azidopropanate using a procedure analogous to that used to prepare Intermediate 52. 1HNMR (500 MHz, CD3OD) δ: 8.48 (s, 1H), 5.50 (q, J=7.3 Hz, 1H), 1.85 (d, J=7.3 Hz, 3H). LC-MS: m/z (ES) 185 (MH)+. Reactants: C(#N)C=1C=CC2=C(CCC=3C(=NC=CC3)C2=C2CCNCC2)C1 (8-cyano-11-(4-piperidylidene)-6,11-dihydro-5H-benzo[5,6]cyclohepta[1,2-b]pyridine), C(C)(=O)OC(C)=O (acetic anhydride). Solvent: N1=CC=CC=C1 (Pyridine). Reaction conditions: time 4 hour. Product: C(#N)C=1C=CC2=C(CCC=3C(=NC=CC3)C2=C2CCN(CC2)C(C)=O)C1 (8-cyano-11-(1-acetyl-4-piperidylidene)-6,11-dihydro-5H-benzo[5,6]cyclohepta[1,2-b]pyridine). The yield is 66.0%. Reaction SMILES: [C:1]([C:3]1[CH:4]=[CH:5][C:6]2[C:16](=[C:17]3[CH2:22][CH2:21][NH:20][CH2:19][CH2:18]3)[C:11]3=[N:12][CH:13]=[CH:14][CH:15]=[C:10]3[CH2:9][CH2:8][C:7]=2[CH:23]=1)#[N:2].[C:24](OC(=O)C)(=[O:26])[CH3:25]>N1C=CC=CC=1>[C:1]([C:3]1[CH:4]=[CH:5][C:6]2[C:16](=[C:17]3[CH2:22][CH2:21][N:20]([C:24](=[O:26])[CH3:25])[CH2:19][CH2:18]3)[C:11]3=[N:12][CH:13]=[CH:14][CH:15]=[C:10]3[CH2:9][CH2:8][C:7]=2[CH:23]=1)#[N:2]. Reported procedure: Pyridine (4 ml) was added to 0.4 g of 8-cyano-11-(4-piperidylidene)-6,11-dihydro-5H-benzo[5,6]cyclohepta[1,2-b]pyridine to dissolve the latter, followed by the addition of 8 ml of acetic anhydride. At the room temperature, the resulting mixture was stirred for 4 hours. After the completion of the reaction, the reaction mixture was concentrated under reduced pressure. Water was added to the residue, followed by extraction with chloroform. The extract was next dried over anhydrous Na2SO4 and the c... The reactants are COC(C1=CC=C(C=C1)CBr)=O (4-bromomethyl-benzoic acid methyl ester), N1=CC(=CC=C1)[C@H]1C[C@]12C(NC1=CC=CC=C21)=O ((1S,2R)-2-(pyridin-3-yl)spiro[cyclopropane-1,3′-indolin]-2′-one), 371.2. Yields the product O=C1N(C2=CC=CC=C2[C@]12[C@H](C2)C=2C=NC=CC2)CC2=CC=C(C(=O)O)C=C2 ((1S,2R)-4-((2′-oxo-2-(pyridin-3-yl)spiro[cyclopropane-1,3′-indoline]-1′-yl)methyl)benzoic acid). Reaction SMILES: C[O:2][C:3](=[O:12])[C:4]1[CH:9]=[CH:8][C:7]([CH2:10]Br)=[CH:6][CH:5]=1.[N:13]1[CH:18]=[CH:17][CH:16]=[C:15]([C@@H:19]2[C@:21]3([C:29]4[C:24](=[CH:25][CH:26]=[CH:27][CH:28]=4)[NH:23][C:22]3=[O:30])[CH2:20]2)[CH:14]=1>>[O:30]=[C:22]1[C@:21]2([CH2:20][C@@H:19]2[C:15]2[CH:14]=[N:13][CH:18]=[CH:17][CH:16]=2)[C:29]2[C:24](=[CH:25][CH:26]=[CH:27][CH:28]=2)[N:23]1[CH2:10][C:7]1[CH:8]=[CH:9][C:4]([C:3]([OH:2])=[O:12])=[CH:5][CH:6]=1. Reported procedure: The title compound was prepared in analogy to Example 1 starting from 4-bromomethyl-benzoic acid methyl ester (commercially available), (1R,2S) and (1S,2R)-2-(pyridin-3-yl)spiro[cyclopropane-1,3′-indolin]-2′-one prepared as in Scheme 1. LC/MS m/e calcd. for C23H18ClN2O3: 370, observed (M+H)+: 371.2 1H NMR (400 MHz, DMSO-d6) δppm 2.14-2.23 (m, 1 H) 3.30 (t, 1 H) 5.10 (s, 2 H) 6.14 (d, 1 H) 6.70 (t, 1 H) 6.93 (d, 1 H) 7.10 (t, 1 H) 7.45 (d, 2 H) 7.57-7.65 (m, 1 H) 7.93 (d, 2 H) 8.06 (d, 1 H) 8.61 ... Reactants: O=C1N=C(SC1=CC1=CC=C(C=C1)N1CCC(CC1)=O)N1CCCCC1 (1-[4-(4-oxo-2-piperidin-1-yl-4H-thiazol-5-ylidenemethyl)-phenyl]-piperidin-4-one), O=C1N=C(SC1=CC1=CC=C(C=C1)N1CCC(CC1)=O)N1CCCCC1 (1-[4-(4-oxo-2-piperidin-1-yl-4H-thiazol-5-ylidenemethyl)-phenyl]-piperidin-4-one), O[C@H](COC1=CC=CC=2NC(NC21)=O)CN ((S)-4-[2-hydroxy-3-aminopropoxy]-1,3-dihydro-2H-benzimidazol-2-one). Product: O[C@H](COC1=CC=CC=2NC(NC21)=O)CNC2CCN(CC2)C2=CC=C(C=C2)C=C2C(N=C(S2)N2CCCCC2)=O (4-((2S)-2-Hydroxy-3-{1-[4-(4-oxo-2-piperidin-1-yl-4H-thiazol-5-ylidenemethyl)-phenyl]-piperidin-4-ylamino}-propoxy)-1,3-dihydro-benzoimidazol-2-one). Reaction SMILES: [O:1]=[C:2]1[C:6](=[CH:7][C:8]2[CH:13]=[CH:12][C:11]([N:14]3[CH2:19][CH2:18][C:17](=O)[CH2:16][CH2:15]3)=[CH:10][CH:9]=2)[S:5][C:4]([N:21]2[CH2:26][CH2:25][CH2:24][CH2:23][CH2:22]2)=[N:3]1.[OH:27][C@@H:28]([CH2:41][NH2:42])[CH2:29][O:30][C:31]1[C:39]2[NH:38][C:37](=[O:40])[NH:36][C:35]=2[CH:34]=[CH:33][CH:32]=1>>[OH:27][C@@H:28]([CH2:41][NH:42][CH:17]1[CH2:18][CH2:19][N:14]([C:11]2[CH:12]=[CH:13][C:8]([CH:7]=[C:6]3[S:5][C:4]([N:21]4[CH2:26][CH2:25][CH2:24][CH2:23][CH2:22]4)=[N:3][C:2]3=[O:1])=[CH:9][CH:10]=2)[CH2:15][CH2:16]1)[CH2:29][O:30][C:31]1[C:39]2[NH:38][C:37](=[O:40])[NH:36][C:35]=2[CH:34]=[CH:33][CH:32]=1. Procedure details: The title compound was prepared from 1-[4-(4-oxo-2-piperidin-1-yl-4H-thiazol-5-ylidenemethyl)-phenyl]-piperidin-4-one (which was obtained in Intermediate 25) and (S)-4-[2-hydroxy-3-aminopropoxy]-1,3-dihydro-2H-benzimidazol-2-one (Jesudason, C. D., et al., EP 0 764 640) according to the procedure of Example 1 as a pale yellowish solid; mp>140° C. (dec.); 1H NMR (300 MHz, DMSO-d6) δ 1.20-1.40 (m, 2 H), 1.55-1.75 (m, 6 H), 1.80-2.00 (m, 2 H), 2.60-2.95 (m, 5H), 3.50-4.10 (m, 9 H), 4.89 (brs, 1 H), ... Starting materials: BrC1=C(C=NC2=C(C=C(C=C12)OC)F)F (4-Bromo-3,8-difluoro-6-(methoxy)quinoline), C([O-])([O-])=O.[K+].[K+] (potassium carbonate), C(=C)B (vinylborane). The reagents and catalysts are C=1C=CC(=CC1)[P](C=2C=CC=CC2)(C=3C=CC=CC3)[Pd]([P](C=4C=CC=CC4)(C=5C=CC=CC5)C=6C=CC=CC6)([P](C=7C=CC=CC7)(C=8C=CC=CC8)C=9C=CC=CC9)[P](C=1C=CC=CC1)(C=1C=CC=CC1)C=1C=CC=CC1 (tetrakis(triphenylphosphine)palladium(0)). Solvent: COCCOC (DME), O (water), O (water). Conditions: time 20 minute. Product: C(=C)C1=C(C=NC2=C(C=C(C=C12)OC)F)F (4-ethenyl-3,8-difluoro-6-(methoxy)quinoline). The yield is 90.0%. Reaction SMILES: Br[C:2]1[C:11]2[C:6](=[C:7]([F:14])[CH:8]=[C:9]([O:12][CH3:13])[CH:10]=2)[N:5]=[CH:4][C:3]=1[F:15].C(=O)([O-])[O-].[K+].[K+].[CH:22](B)=[CH2:23]>COCCOC.O.C1C=CC([P]([Pd]([P](C2C=CC=CC=2)(C2C=CC=CC=2)C2C=CC=CC=2)([P](C2C=CC=CC=2)(C2C=CC=CC=2)C2C=CC=CC=2)[P](C2C=CC=CC=2)(C2C=CC=CC=2)C2C=CC=CC=2)(C2C=CC=CC=2)C2C=CC=CC=2)=CC=1>[CH:22]([C:2]1[C:11]2[C:6](=[C:7]([F:14])[CH:8]=[C:9]([O:12][CH3:13])[CH:10]=2)[N:5]=[CH:4][C:3]=1[F:15])=[CH2:23] |f:1.2.3,^1:35,37,56,75|. Procedure details: 4-Bromo-3,8-difluoro-6-(methoxy)quinoline (0.63 g, 2.3 mmol) in DME (26 mL) under argon, was treated with tetrakis(triphenylphosphine)palladium(0) (0.13 g, 0.115 mmol) and the mixture stirred at room temperature for 20 minutes. Anhydrous potassium carbonate (0.32 g, 2.3 mmol), water (7 mL), and vinylborane:pyridine complex (see F. Kerins and D O'Shea J. Org. Chem. 2002, 67, 4968-4971) (0.22 g, 0.92 mmol) were added and the mixture was heated at 100° C. for 2 hr. It was cooled, diluted with water... Reactants: C(C1=CC=CC=C1)(=O)N(C(C1=CC=CC=C1)=O)C1=NN=C(N1C=1C=C2C=CN(C2=CC1)C)C1=C(C=C(C(=C1)C(C)C)OCC1=CC=CC=C1)OCC1=CC=CC=C1 (N-benzoyl-N-(5-(2,4-bis(benzyloxy)-5-isopropylphenyl)-4-(1-methyl-1H-indol-5-yl)-4H-1,2,4-triazol-3-yl)benzamide), C([O-])([O-])=O.[K+].[K+] (potassium carbonate). Run in CO (methanol). Run at time 16 hour. The product is C(C1=CC=CC=C1)OC1=C(C=C(C(=C1)OCC1=CC=CC=C1)C(C)C)C=1N(C(=NN1)NC(C1=CC=CC=C1)=O)C=1C=C2C=CN(C2=CC1)C (N-(5-(2,4-bis(benzyloxy)-5-isopropylphenyl)-4-(1-methyl-1H-indol-5-yl)-4H-1,2,4-triazol-3-yl)benzamide). As a reaction SMILES: [C:1]([N:9]([C:18]1[N:22]([C:23]2[CH:24]=[C:25]3[C:29](=[CH:30][CH:31]=2)[N:28]([CH3:32])[CH:27]=[CH:26]3)[C:21]([C:33]2[CH:38]=[C:37]([CH:39]([CH3:41])[CH3:40])[C:36]([O:42][CH2:43][C:44]3[CH:49]=[CH:48][CH:47]=[CH:46][CH:45]=3)=[CH:35][C:34]=2[O:50][CH2:51][C:52]2[CH:57]=[CH:56][CH:55]=[CH:54][CH:53]=2)=[N:20][N:19]=1)C(=O)C1C=CC=CC=1)(=[O:8])[C:2]1[CH:7]=[CH:6][CH:5]=[CH:4][CH:3]=1.C(=O)([O-])[O-].[K+].[K+]>CO>[CH2:51]([O:50][C:34]1[CH:35]=[C:36]([O:42][CH2:43][C:44]2[CH:45]=[CH:46][CH:47]=[CH:48][CH:49]=2)[C:37]([CH:39]([CH3:41])[CH3:40])=[CH:38][C:33]=1[C:21]1[N:22]([C:23]2[CH:24]=[C:25]3[C:29](=[CH:30][CH:31]=2)[N:28]([CH3:32])[CH:27]=[CH:26]3)[C:18]([NH:9][C:1](=[O:8])[C:2]2[CH:3]=[CH:4][CH:5]=[CH:6][CH:7]=2)=[N:19][N:20]=1)[C:52]1[CH:57]=[CH:56][CH:55]=[CH:54][CH:53]=1 |f:1.2.3|. Procedure: A flask was charged with [5-(5-Isopropyl-2,4-dibenzyloxy-phenyl)-4-(1-methyl-1H-indol-5-yl)-4H-[1,2,4]triazol-3-yl]-phenyl-amine (0.33 mmol, 183 mg.), dichloromethane (10 mL), diisopropylethylamine (3 eq., 0.2 mmol), and benzoyl chloride (2 eq., 70 mg.), and the reaction was stirred for 16 hours. The organic solution was washed with saturated ammonium chloride (2×5 mL), dried and the product was purified by column chromatography to give N-(5-(2,4-bis(benzyloxy)-5-isopropylphenyl)-4-(1-methyl-1H-... Reactants: C(C)(=O)C1=NC=C(C(=C1)N1C(C=C(C=C1C)OCC1=CC=C(C=C1)OC)=O)C (2′-acetyl-4-((4-methoxybenzyl)oxy)-5′,6-dimethyl-2H-[1,4′-bipyridin]-2-one), ClN1C(CCC1=O)=O (N-chlorosuccinimide). The reagents and catalysts are ClC(C(=O)O)Cl (dichloroacetic acid). Solvent: CC(C)O (2-propanol). Conditions: temperature 60 celsius. Product: C(C)(=O)C1=NC=C(C(=C1)N1C(C(=C(C=C1C)OCC1=CC=C(C=C1)OC)Cl)=O)C (2′-acetyl-3-chloro-4-((4-methoxybenzyl)oxy)-5′,6-dimethyl-2H-[1,4′-bipyridin]-2-one). As a reaction SMILES: [C:1]([C:4]1[CH:9]=[C:8]([N:10]2[C:15]([CH3:16])=[CH:14][C:13]([O:17][CH2:18][C:19]3[CH:24]=[CH:23][C:22]([O:25][CH3:26])=[CH:21][CH:20]=3)=[CH:12][C:11]2=[O:27])[C:7]([CH3:28])=[CH:6][N:5]=1)(=[O:3])[CH3:2].[Cl:29]N1C(=O)CCC1=O>CC(O)C.ClC(Cl)C(O)=O>[C:1]([C:4]1[CH:9]=[C:8]([N:10]2[C:15]([CH3:16])=[CH:14][C:13]([O:17][CH2:18][C:19]3[CH:20]=[CH:21][C:22]([O:25][CH3:26])=[CH:23][CH:24]=3)=[C:12]([Cl:29])[C:11]2=[O:27])[C:7]([CH3:28])=[CH:6][N:5]=1)(=[O:3])[CH3:2]. Procedure: To a solution of 2′-acetyl-4-((4-methoxybenzyl)oxy)-5′,6-dimethyl-2H-[1,4′-bipyridin]-2-one of part C (689 mg, 1.82 mmol) in 2-propanol (15 mL) was added N-chlorosuccinimide (266 mg, 2.00 mmol) and 3 drops of dichloroacetic acid. The slurry was heated at 60° C. for 3 hours. The solution was cooled using an ice bath and the resulting white solid was collected by vacuum filtration. The filtrate was partitioned between ethyl acetate and water. The organic layer was washed with water and brine and d...